Dataset: the Open Reaction Database (ORD), a public repository of structured organic reaction records. Task: describe an organic reaction: reactants, conditions, products, and yield Reactants: B(Br)(Br)Br (boron tribromide), COC1=CC=C(C=C1)C(=O)C1=C(C=C(C=C1OC)C)OC (2,6-Dimethoxy-4-methylphenyl 4-methoxyphenyl ketone), ice water. The solvent is C(Cl)Cl (methylene chloride). Conditions: time 8 hour. The product is OC1=CC=C(C=C1)C(=O)C1=C(C=C(C=C1O)C)O (2,6-Dihydroxy-4-methylphenyl 4-hydroxyphenyl ketone). Yield: 31.8%. RXN SMILES: C[O:2][C:3]1[CH:8]=[CH:7][C:6]([C:9]([C:11]2[C:16]([O:17]C)=[CH:15][C:14]([CH3:19])=[CH:13][C:12]=2[O:20]C)=[O:10])=[CH:5][CH:4]=1.B(Br)(Br)Br>C(Cl)Cl>[OH:2][C:3]1[CH:4]=[CH:5][C:6]([C:9]([C:11]2[C:16]([OH:17])=[CH:15][C:14]([CH3:19])=[CH:13][C:12]=2[OH:20])=[O:10])=[CH:7][CH:8]=1. Reported procedure: 2,6-Dimethoxy-4-methylphenyl 4-methoxyphenyl ketone (321 mg) obtained in Example 45 was dissolved in anhydrous methylene chloride (10 ml), commercially available boron tribromide (349 ml) was added slowly while cooled in ice, and the admixture was stirred at room temperature overnight. The reaction mixture was poured into ice water and then partitioned with ethyl acetate. The ethyl acetate layer was washed with brine and then dried with anhydrous magnesium sulfate. The solvent was removed by red... Starting materials: Cc1ccccc1, Cc1ccccc1[N+](=O)[O-], O, O=[N+]([O-])O, O=S(=O)(O)O. Yields the product Cc1cccc([N+](=O)[O-])c1[N+](=O)[O-]. RXN SMILES: [CH3:1][c:2]1[cH:3][cH:4][cH:5][cH:6][cH:7]1.[N+:17](=[O:18])([O-:19])[c:20]1[c:21]([CH3:26])[cH:22][cH:23][cH:24][cH:25]1.[OH2:27].[OH:13][N+:14]([O-:15])=[O:16].[S:8](=[O:9])(=[O:10])([OH:11])[OH:12]>>[N+:14]([O-:15])(=[O:16])[c:25]1[c:20]([N+:17](=[O:18])[O-:19])[c:21]([CH3:26])[cH:22][cH:23][cH:24]1. The reactants are CC(=O)O, CNC(=O)CCCc1ccc(N2C(=S)N(c3ccc(C#N)c(C(F)(F)F)c3)C(=O)C23CCC3)cc1, OO. The product is CNC(=O)CCCc1ccc(N2C(=O)N(c3ccc(C#N)c(C(F)(F)F)c3)C(=O)C23CCC3)cc1. RXN SMILES: [CH3:38][C:39](=[O:40])[OH:41].[CH3:3][NH:4][C:5]([CH2:6][CH2:7][CH2:8][c:9]1[cH:10][cH:11][c:12]([N:15]2[C:16]3([CH2:17][CH2:18][CH2:19]3)[C:20](=[O:36])[N:21]([c:24]3[cH:25][c:26]([C:32]([F:33])([F:34])[F:35])[c:27]([C:30]#[N:31])[cH:28][cH:29]3)[C:22]2=[S:23])[cH:13][cH:14]1)=[O:37].[OH:1][OH:2]>>[O:1]=[C:22]1[N:15]([c:12]2[cH:11][cH:10][c:9]([CH2:8][CH2:7][CH2:6][C:5]([NH:4][CH3:3])=[O:37])[cH:14][cH:13]2)[C:16]2([CH2:17][CH2:18][CH2:19]2)[C:20](=[O:36])[N:21]1[c:24]1[cH:25][c:26]([C:32]([F:33])([F:34])[F:35])[c:27]([C:30]#[N:31])[cH:28][cH:29]1. Reactants: CC1=C(C=C(N)C=C1)N1C=CN2N=C(C=C21)C=2C=NC=CC2 (4-Methyl-3-[6-(pyridin-3-yl)-1H-imidazo[1,2-b]pyrazol-1-yl]aniline), FC(C(=O)O)(F)F.CN1CCN(CC1)C=1C=C(C(=O)O)C=C(C1)S(F)(F)(F)(F)F (3-(4-Methylpiperazin-1-yl)-5-(pentafluoro-λ6-sulphanyl)benzoic acid trifluoroacetate). Yields the product CN1CCN(CC1)C=1C=C(C(=O)NC2=CC(=C(C=C2)C)N2C=CN3N=C(C=C32)C=3C=NC=CC3)C=C(C1)S(F)(F)(F)(F)F (3-(4-Methylpiperazin-1-yl)-N-{4-methyl-3-[6-(pyridin-3-yl)-1H-imidazo[1,2-b]pyrazol-1-yl]-phenyl}-5-(pentafluoro-λ6-sulphanyl)benzamide). Reaction SMILES: [CH3:1][C:2]1[CH:8]=[CH:7][C:5]([NH2:6])=[CH:4][C:3]=1[N:9]1[C:16]2[N:12]([N:13]=[C:14]([C:17]3[CH:18]=[N:19][CH:20]=[CH:21][CH:22]=3)[CH:15]=2)[CH:11]=[CH:10]1.FC(F)(F)C(O)=O.[CH3:30][N:31]1[CH2:36][CH2:35][N:34]([C:37]2[CH:38]=[C:39]([CH:43]=[C:44]([S:46]([F:51])([F:50])([F:49])([F:48])[F:47])[CH:45]=2)[C:40](O)=[O:41])[CH2:33][CH2:32]1>>[CH3:30][N:31]1[CH2:36][CH2:35][N:34]([C:37]2[CH:38]=[C:39]([CH:43]=[C:44]([S:46]([F:51])([F:47])([F:48])([F:49])[F:50])[CH:45]=2)[C:40]([NH:6][C:5]2[CH:7]=[CH:8][C:2]([CH3:1])=[C:3]([N:9]3[C:16]4[N:12]([N:13]=[C:14]([C:17]5[CH:18]=[N:19][CH:20]=[CH:21][CH:22]=5)[CH:15]=4)[CH:11]=[CH:10]3)[CH:4]=2)=[O:41])[CH2:33][CH2:32]1 |f:1.2|. Procedure: 50 mg (0.17 mmol) of the compound of Example 6A and 79.6 mg (0.17 mmol) of the compound of Example 17A were reacted and worked up analogously to the procedure of Example 16. This gave 82 mg (77% of theory) of the title compound. Reactants: [Br-], CCOC(=O)CCC[P+](c1ccccc1)(c1ccccc1)c1ccccc1, CN(C)C=O, [H-], [Na+], O=C1CCOCC1, O. The product is CCOC(=O)CCC=C1CCOCC1. Reaction SMILES: [Br-:1].[CH2:2]([CH3:3])[O:4][C:5](=[O:6])[CH2:7][CH2:8][CH2:9][P+:10]([c:11]1[cH:12][cH:13][cH:14][cH:15][cH:16]1)([c:17]1[cH:18][cH:19][cH:20][cH:21][cH:22]1)[c:23]1[cH:24][cH:25][cH:26][cH:27][cH:28]1.[CH3:39][N:40]([CH3:41])[CH:42]=[O:43].[H-:29].[Na+:30].[O:31]1[CH2:32][CH2:33][C:34](=[O:37])[CH2:35][CH2:36]1.[OH2:38]>>[CH2:2]([CH3:3])[O:4][C:5](=[O:6])[CH2:7][CH2:8][CH:9]=[C:34]1[CH2:33][CH2:32][O:31][CH2:36][CH2:35]1. Starting materials: CI, CN(C)C=O, CCC(=O)N(O)c1ccccc1C, [H-], [Na+], O. Yields the product CCC(=O)N(OC)c1ccccc1C. RXN SMILES: [CH3:16][I:17].[CH3:18][N:19]([CH3:20])[CH:21]=[O:22].[CH3:1][c:2]1[c:3]([N:8]([OH:9])[C:10]([CH2:11][CH3:12])=[O:13])[cH:4][cH:5][cH:6][cH:7]1.[H-:15].[Na+:14].[OH2:23]>>[CH3:1][c:2]1[c:3]([N:8]([O:9][CH3:16])[C:10]([CH2:11][CH3:12])=[O:13])[cH:4][cH:5][cH:6][cH:7]1. The reactants are CC(CCCCN1C(=NC2=C1C(=CC=C2)N)NC2=C(C=C(C=C2)Cl)Cl)O (methyl 5-{7-amino-2-[(2,4-dichlorophenyl)amino]-1H-benzimidazol-1-yl}pentan-1-ol), C(C)=O (acetaldehyde), C(C)(=O)O[BH3-].[Na+] (sodium acetoxyborohydride), resultant mixture, resultant mixture. The solvent is C(O)([O-])=O.[Na+] (sodium hydrogen carbonate), CO (methanol), C(C)(=O)O (acetic acid). Product: ClC1=C(C=CC(=C1)Cl)NC1=NC2=C(N1CCCCCO)C(=CC=C2)N(CC)CC (5-[2-[(2,4-Dichlorophenyl)amino]-7-(diethylamino)-1H-benzimidazol-1-yl]pentan-1-ol). Yield: 39.4%. Reaction SMILES: C[CH:2]([OH:26])[CH2:3][CH2:4][CH2:5][CH2:6][N:7]1[C:11]2[C:12]([NH2:16])=[CH:13][CH:14]=[CH:15][C:10]=2[N:9]=[C:8]1[NH:17][C:18]1[CH:23]=[CH:22][C:21]([Cl:24])=[CH:20][C:19]=1[Cl:25].[CH:27](=O)[CH3:28].[C:30](O[BH3-])(=O)[CH3:31].[Na+]>CO.C(O)(=O)C.C(=O)([O-])O.[Na+]>[Cl:25][C:19]1[CH:20]=[C:21]([Cl:24])[CH:22]=[CH:23][C:18]=1[NH:17][C:8]1[N:7]([CH2:6][CH2:5][CH2:4][CH2:3][CH2:2][OH:26])[C:11]2[C:12]([N:16]([CH2:27][CH3:28])[CH2:30][CH3:31])=[CH:13][CH:14]=[CH:15][C:10]=2[N:9]=1 |f:2.3,6.7|. Procedure details: To a solution of methyl 5-{7-amino-2-[(2,4-dichlorophenyl)amino]-1H-benzimidazol-1-yl}pentan-1-ol (Reference Example 112; 308 mg, 1.85 mmol) in methanol (8 mL) and acetic acid (0.160 mL) was added acetaldehyde (0.304 mL, 4.88 mmol) at 0° C. The resultant mixture was stirred at 0° C. for 30 min. To the reaction mixture was added sodium acetoxyborohydride (1.03 g, 4.86 mmol) at 0° C. After the resultant mixture was stirred at room temperature for 14 hr, the mixture was diluted with aqueous sodium ... Starting materials: OC1=CC=C(C=C1)C1=CC=C(C=C1)C(=O)O (4-hydroxylbiphenyl-4'-carboxylic acid), [OH-].[Na+] (NaOH), compound, C(C=C)I (allyl iodide), OC1=CC=C(C=C1)C1=CC=C(C=C1)C(=O)O (4-hydroxybiphenyl-4'-carboxylic acid), Cl (HCl), [OH-].[Na+] (NaOH). The solvent is O (water), C(C)O (ethanol), O (Water). Yields the product C(CCCCCCCCC=C)OC1=CC=C(C=C1)C1=CC=C(C=C1)C(=O)O (4-(10-Undecen-1-yloxy)biphenyl-4'-carboxylic acid). RXN SMILES: [CH2:1](I)[CH:2]=[CH2:3].[OH:5][C:6]1[CH:11]=[CH:10][C:9]([C:12]2[CH:17]=[CH:16][C:15]([C:18]([OH:20])=[O:19])=[CH:14][CH:13]=2)=[CH:8][CH:7]=1.[OH-].[Na+].Cl>O.C(O)C>[CH2:1]([O:5][C:6]1[CH:7]=[CH:8][C:9]([C:12]2[CH:17]=[CH:16][C:15]([C:18]([OH:20])=[O:19])=[CH:14][CH:13]=2)=[CH:10][CH:11]=1)[CH2:2][CH2:3][CH2:13][CH2:12][CH2:9][CH2:10][CH2:11][CH2:6][CH:7]=[CH2:8] |f:2.3|. Procedure details: All the five compounds were prepared by the same method. The compounds I-8, I-9, I-10, I-11 and I-12 were synthesized by separately reacting allyl iodide, compounds I-4, I-5, I-6 and I-7 with 4-hydroxybiphenyl-4'-carboxylic acid. The synthesis of compound I-12 was described below as an example. 3.62 g (0.0157 mole) 4-hydroxylbiphenyl-4'-carboxylic acid, 500 ml ethanol, 50 ml water, 0.5 g KI and 2.02 g (0.036 mole) NaOH were heated to reflux for one hour. 7 g compound I-7 was then added dropwise.... Reactants: CS(=O)(=O)OCC#CC1=C(C2=C(N(N=N2)CC2CC2)C=C1)Cl (3-[4-Chloro-1-(cyclopropylmethyl)-1H-benzotriazol-5-yl]prop-2-yn-1-yl methanesulfonate), CN1C(NCC1=O)=O (3-methylimidazolidine-2,4-dione), C([O-])([O-])=O.[K+].[K+] (potassium carbonate). Solvent: C(C)#N (acetonitrile), C(C)(=O)OCC (ethyl acetate). Run at temperature 50 celsius. Product: ClC1=C(C=CC=2N(N=NC21)CC2CC2)C#CCN2C(N(C(C2)=O)C)=O (1-{3-[4-chloro-1-(cyclopropylmethyl)-1H-benzotriazol-5-yl]prop-2-yn-1-yl}-3-methylimidazolidine-2,4-dione). Reaction SMILES: CS(O[CH2:6][C:7]#[C:8][C:9]1[CH:21]=[CH:20][C:12]2[N:13]([CH2:16][CH:17]3[CH2:19][CH2:18]3)[N:14]=[N:15][C:11]=2[C:10]=1[Cl:22])(=O)=O.[CH3:23][N:24]1[C:28](=[O:29])[CH2:27][NH:26][C:25]1=[O:30].C(=O)([O-])[O-].[K+].[K+]>C(#N)C.C(OCC)(=O)C>[Cl:22][C:10]1[C:11]2[N:15]=[N:14][N:13]([CH2:16][CH:17]3[CH2:19][CH2:18]3)[C:12]=2[CH:20]=[CH:21][C:9]=1[C:8]#[C:7][CH2:6][N:26]1[CH2:27][C:28](=[O:29])[N:24]([CH3:23])[C:25]1=[O:30] |f:2.3.4|. Procedure details: 3-[4-Chloro-1-(cyclopropylmethyl)-1H-benzotriazol-5-yl]prop-2-yn-1-yl methanesulfonate (30 mg, 0.088 mmol), 3-methylimidazolidine-2,4-dione (20.15 mg, 0.177 mmol), and potassium carbonate (36.6 mg, 0.265 mmol) were combined in acetonitrile (1 ml) and heated at 50° C. for 24 hours. The mixture was cooled to ambient temperature, diluted with ethyl acetate and washed with saturated aqueous ammonium chloride and brine. The organic extract was dried with sodium sulfate, filtered, concentrated in vacu...